From a dataset of the Open Reaction Database (ORD), a public repository of structured organic reaction records. describe an organic reaction: reactants, conditions, products, and yield Reactants: COC(=O)N1C(=O)C=CC1=O, Nc1cccc(B(O)O)c1, [Na+], O=C([O-])O, O, O=S(=O)(O)O. Product: O=C1C=CC(=O)N1c1cccc(B(O)O)c1. As a reaction SMILES: [CH3:11][O:12][C:13]([N:14]1[C:16](=[O:21])[CH:17]=[CH:18][C:19]1=[O:20])=[O:15].[NH2:1][c:2]1[cH:3][c:4]([B:8]([OH:9])[OH:10])[cH:5][cH:6][cH:7]1.[Na+:31].[O-:27][C:28]([OH:29])=[O:30].[OH2:32].[S:22](=[O:23])(=[O:24])([OH:25])[OH:26]>>[N:1]1([c:2]2[cH:3][c:4]([B:8]([OH:9])[OH:10])[cH:5][cH:6][cH:7]2)[C:16](=[O:21])[CH:17]=[CH:18][C:19]1=[O:20]. Reactants: CCC12CCC3C4CCC(=O)C=C4CCC3C1CCC2O, O, O=C(Cl)CCc1ccccc1, c1ccncc1, c1ccccc1. The product is CCC12CCC3C4CCC(=O)C=C4CCC3C1CCC2OC(=O)CCc1ccccc1. As a reaction SMILES: [CH2:1]([CH3:2])[C:3]12[CH:4]([OH:21])[CH2:5][CH2:6][CH:7]1[CH:8]1[CH:9]([CH2:10][CH2:11]2)[CH:12]2[CH2:13][CH2:14][C:15](=[O:20])[CH:16]=[C:17]2[CH2:18][CH2:19]1.[OH2:33].[c:22]1([CH2:28][CH2:29][C:30](=[O:31])[Cl:32])[cH:23][cH:24][cH:25][cH:26][cH:27]1.[cH:34]1[cH:35][cH:36][n:37][cH:38][cH:39]1.[cH:40]1[cH:41][cH:42][cH:43][cH:44][cH:45]1>>[CH2:1]([CH3:2])[C:3]12[CH:4]([O:21][C:30]([CH2:29][CH2:28][c:22]3[cH:23][cH:24][cH:25][cH:26][cH:27]3)=[O:31])[CH2:5][CH2:6][CH:7]1[CH:8]1[CH:9]([CH2:10][CH2:11]2)[CH:12]2[CH2:13][CH2:14][C:15](=[O:20])[CH:16]=[C:17]2[CH2:18][CH2:19]1. Starting materials: C(C)(C)(C)OC(=O)N1CCC(CC1)CCN1CCC(CC1)C1=CC=C(C=C1)OCC(=O)OC (1-[2-(1-tert-butyloxycarbonylpiperidin-4-yl)ethyl]-4-(4-methoxycarbonylmethyloxyphenyl)piperidine), Cl (hydrochloric acid). Product: Cl.Cl.COC(=O)COC1=CC=C(C=C1)C1CCN(CC1)CCC1CCNCC1 (4-(4-Methoxycarbonylmethyloxyphenyl)-1-[2-(piperidin-4-yl)ethyl]piperidine dihydrochloride). Reaction SMILES: C(OC([N:8]1[CH2:13][CH2:12][CH:11]([CH2:14][CH2:15][N:16]2[CH2:21][CH2:20][CH:19]([C:22]3[CH:27]=[CH:26][C:25]([O:28][CH2:29][C:30]([O:32][CH3:33])=[O:31])=[CH:24][CH:23]=3)[CH2:18][CH2:17]2)[CH2:10][CH2:9]1)=O)(C)(C)C.[ClH:34]>>[ClH:34].[ClH:34].[CH3:33][O:32][C:30]([CH2:29][O:28][C:25]1[CH:26]=[CH:27][C:22]([CH:19]2[CH2:18][CH2:17][N:16]([CH2:15][CH2:14][CH:11]3[CH2:10][CH2:9][NH:8][CH2:13][CH2:12]3)[CH2:21][CH2:20]2)=[CH:23][CH:24]=1)=[O:31] |f:2.3.4|. Procedure: Prepared from 1-[2-(1-tert-butyloxycarbonylpiperidin-4-yl)ethyl]-4-(4-methoxycarbonylmethyloxyphenyl)piperidine and ethereal hydrochloric acid. Starting materials: CO, OB(O)c1cc(F)cc(F)c1F, Ic1c[nH]cn1. The product is Fc1cc(F)c(F)c(-n2cnc(I)c2)c1. RXN SMILES: [CH3:19][OH:20].[F:1][c:2]1[c:3]([B:10]([OH:11])[OH:12])[cH:4][c:5]([F:9])[cH:6][c:7]1[F:8].[I:13][c:14]1[n:15][cH:16][nH:17][cH:18]1>>[F:1][c:2]1[c:3](-[n:17]2[cH:16][n:15][c:14]([I:13])[cH:18]2)[cH:4][c:5]([F:9])[cH:6][c:7]1[F:8]. The reactants are ClC=1C=C(C=NC1)C1=NC(=CC2=C1N(C(=N2)N2[C@@H](COCC2)C2=CC=CC=C2)C[C@@H]2CC[C@H](CC2)C)C(=O)NN (4-(5-chloropyridin-3-yl)-3-[(trans-4-methylcyclohexyl)methyl]-2-[(3R)-3-phenylmorpholin-4-yl]-3H-imidazo[4,5-c]pyridine-6-carbohydrazide), C(=O)(N1C=NC=C1)N1C=NC=C1 (1,1′-carbonyldiimidazole), N12CCCCCC2=NCCC1 (1,8-diazabicyclo[5.4.0]undec-7-ene). Solvent: C(C)#N (acetonitrile). Conditions: time 1 hour. The product is ethyl acetate hexanes, ClC=1C=C(C=NC1)C1=NC(=CC2=C1N(C(=N2)N2[C@@H](COCC2)C2=CC=CC=C2)C[C@@H]2CC[C@H](CC2)C)C2=NNC(O2)=O (5-{4-(5-chloropyridin-3-yl)-3-[(trans-4-methylcyclohexyl)methyl]-2-[(3R)-3-phenylmorpholin-4-yl]-3H-imidazo[4,5-c]pyridin-6-yl}-1,3,4-oxadiazol-2(3H)-one). Isolated yield 0.0%. Reaction SMILES: [Cl:1][C:2]1[CH:3]=[C:4]([C:8]2[C:13]3[N:14]([CH2:29][C@H:30]4[CH2:35][CH2:34][C@H:33]([CH3:36])[CH2:32][CH2:31]4)[C:15]([N:17]4[CH2:22][CH2:21][O:20][CH2:19][C@H:18]4[C:23]4[CH:28]=[CH:27][CH:26]=[CH:25][CH:24]=4)=[N:16][C:12]=3[CH:11]=[C:10]([C:37]([NH:39][NH2:40])=[O:38])[N:9]=2)[CH:5]=[N:6][CH:7]=1.[C:41](N1C=CN=C1)(N1C=CN=C1)=[O:42].N12CCCN=C1CCCCC2>C(#N)C>[Cl:1][C:2]1[CH:3]=[C:4]([C:8]2[C:13]3[N:14]([CH2:29][C@H:30]4[CH2:31][CH2:32][C@H:33]([CH3:36])[CH2:34][CH2:35]4)[C:15]([N:17]4[CH2:22][CH2:21][O:20][CH2:19][C@H:18]4[C:23]4[CH:28]=[CH:27][CH:26]=[CH:25][CH:24]=4)=[N:16][C:12]=3[CH:11]=[C:10]([C:37]3[O:38][C:41](=[O:42])[NH:40][N:39]=3)[N:9]=2)[CH:5]=[N:6][CH:7]=1. Procedure: To a solution of 4-(5-chloropyridin-3-yl)-3-[(trans-4-methylcyclohexyl)methyl]-2-[(3R)-3-phenylmorpholin-4-yl]-3H-imidazo[4,5-c]pyridine-6-carbohydrazide (4.5 g, 8.03 mmol) and 1,1′-carbonyldiimidazole (1.43 g, 8.84 mmol) dissolved in acetonitrile (53.6 mL) was added 1,8-diazabicyclo[5.4.0]undec-7-ene (4.8 mL, 32.1 mmol). The reaction mixture was stirred at room temperature for 1 hour. The reaction was washed with water and extracted with dichloromethane. The organic layer was dried over sodium ... The product is CC=1C(C(=C(C(C1C)=O)C)CCNC1=NC=CC(=C1)C(F)(F)F)=O (2,3,5-Trimethyl-6-(2-(4-(trifluoromethyl)pyridin-2-ylamino)ethyl)cyclohexa-2,5-diene-1,4-dione). The solvent is CS(=O)C (DMSO). The reactants are C(C1=CC=CC=C1)OC1=C(C(=C(C(=C1C)C)OCC1=CC=CC=C1)C)CCN (2-(2,5-bis(benzyloxy)-3,4,6-trimethylphenyl)ethanamine), ClC1=NC=CC(=C1)C(F)(F)F (2-chloro-4-trifluoromethylpyridine), C(C)(C)N(CC)C(C)C (diisopropyl ethyl amine), O (water). Reported procedure: To a stirring solution of 2-(2,5-bis(benzyloxy)-3,4,6-trimethylphenyl)ethanamine (500 mg, 1.3 mmol) in DMSO (1 mL) was added 2-chloro-4-trifluoromethylpyridine (256 mg, 2.0 mmol, 1.5 equiv.) and diisopropyl ethyl amine (578 μL, 3.3 mmol, 2.5 equiv.). The resulting solution was stirred at 100° C. for 12 hr, after which time HPLC analysis indicated that the reaction was complete. The mixture was brought to 80° C., water (3 mL) was added, and the resulting suspension was stirred for 30 min. The mix... Reaction conditions: temperature 100 celsius, time 12 hour. Reaction SMILES: C([O:8][C:9]1[C:14]([CH3:15])=[C:13]([CH3:16])[C:12]([O:17]CC2C=CC=CC=2)=[C:11]([CH3:25])[C:10]=1[CH2:26][CH2:27][NH2:28])C1C=CC=CC=1.Cl[C:30]1[CH:35]=[C:34]([C:36]([F:39])([F:38])[F:37])[CH:33]=[CH:32][N:31]=1.C(N(C(C)C)CC)(C)C.O>CS(C)=O>[CH3:15][C:14]1[C:9](=[O:8])[C:10]([CH2:26][CH2:27][NH:28][C:30]2[CH:35]=[C:34]([C:36]([F:39])([F:38])[F:37])[CH:33]=[CH:32][N:31]=2)=[C:11]([CH3:25])[C:12](=[O:17])[C:13]=1[CH3:16]. Starting materials: COC1=CC=C(C=N1)O (6-methoxypyridin-3-ol), C([O-])([O-])=O.[K+].[K+] (potassium carbonate), ClCC(C)=O (chloroacetone), C([O-])([O-])=O.[K+].[K+] (potassium carbonate), ClCC(C)=O (chloroacetone). The reagents and catalysts are [I-].[K+] (potassium iodide). Run in CC(=O)C (acetone), CC(=O)C (acetone). Conditions: temperature 25 celsius, time 8 hour. Product: COC1=CC=C(C=N1)OCC(=O)C (1-[(6-methoxypyridin-3-yl)oxy]acetone). The yield is 60.4%. As a reaction SMILES: Cl[CH2:2][C:3](=[O:5])[CH3:4].[CH3:6][O:7][C:8]1[N:13]=[CH:12][C:11]([OH:14])=[CH:10][CH:9]=1.C(=O)([O-])[O-].[K+].[K+]>CC(C)=O.[I-].[K+]>[CH3:6][O:7][C:8]1[N:13]=[CH:12][C:11]([O:14][CH2:2][C:3]([CH3:4])=[O:5])=[CH:10][CH:9]=1 |f:2.3.4,6.7|. Reported procedure: A solution of chloroacetone (3.7 g) and potassium iodide (65 mg) in acetone (7 mL) was stirred at approximately 25° C. overnight. In a second reactor, 6-methoxypyridin-3-ol (4.0 g, mmol) and potassium carbonate (1.3 g, 10 mmol) in acetone (5 mL) was refluxed for 15 min., then ¼ of chloroacetone/KI solution was added followed by additional potassium carbonate (1.3 g). This was repeated three times more, then the reaction stirred at approximately 25° C. overnight. The mixture was concentrated in v... The reactants are BrC1=C(C=C(C=C1)O)C (4-bromo-3-methylphenol), [H-].[Na+] (NaH), ClCOC (chloro(methoxy)methane). The solvent is CN(C)C=O (DMF), CN(C)C=O (DMF). Conditions: time 45 minute. Yields the product BrC1=C(C=C(C=C1)OCOC)C (1-bromo-4-(methoxymethoxy)-2-methylbenzene). RXN SMILES: [Br:1][C:2]1[CH:7]=[CH:6][C:5]([OH:8])=[CH:4][C:3]=1[CH3:9].[H-].[Na+].Cl[CH2:13][O:14][CH3:15]>CN(C=O)C>[Br:1][C:2]1[CH:7]=[CH:6][C:5]([O:8][CH2:13][O:14][CH3:15])=[CH:4][C:3]=1[CH3:9] |f:1.2|. Procedure: To a solution of 4-bromo-3-methylphenol (6) (1.0 equiv.) in DMF (0.5 M) at 0° C. was added portionwise 60% wt NaH (1.5 equiv.). The addition was controlled such that internal reaction temperature never went above 10° C. The reaction was stirred at room temperature for 45 minutes, then a solution of chloro(methoxy)methane (1.2 equiv.) in DMF (3M) was added dropwise via additional funnel. The reaction was stirred at room temperature for 3.5 hours, and then quenched by pouring into ice. The resulti... The reactants are N1(CCNCC1)C(=O)OCC (ethyl 1-piperazinecarboxylate), ClC1=C(C=CC(=C1)OC)OCCCCl (2-chloro-1-(3-chloropropoxy) -4-methoxybenzene), C([O-])([O-])=O.[Na+].[Na+] (sodium carbonate), CN(C=O)C (N,N-dimethylformamide). Run in O (water). Run at time 8 hour. Yields the product Cl.ClC1=C(OCCCN2CCN(CC2)C(=O)OCC)C=CC(=C1)OC (ethyl 4-[3-(2-chloro-4-methoxyphenoxy)propyl]-1-piperazinecarboxylate monohydrochloride). The yield is 50.0%. RXN SMILES: [N:1]1([C:7]([O:9][CH2:10][CH3:11])=[O:8])[CH2:6][CH2:5][NH:4][CH2:3][CH2:2]1.[Cl:12][C:13]1[CH:18]=[C:17]([O:19][CH3:20])[CH:16]=[CH:15][C:14]=1[O:21][CH2:22][CH2:23][CH2:24]Cl.C(=O)([O-])[O-].[Na+].[Na+].CN(C)C=O>O>[ClH:12].[Cl:12][C:13]1[CH:18]=[C:17]([O:19][CH3:20])[CH:16]=[CH:15][C:14]=1[O:21][CH2:22][CH2:23][CH2:24][N:4]1[CH2:5][CH2:6][N:1]([C:7]([O:9][CH2:10][CH3:11])=[O:8])[CH2:2][CH2:3]1 |f:2.3.4,7.8|. Procedure: A mixture of 3.16 parts of ethyl 1-piperazinecarboxylate, 4.7 parts of 2-chloro-1-(3-chloropropoxy) -4-methoxybenzene, 3,2 parts of sodium carbonate and 67.5 parts of N,N-dimethylformamide was stirred overnight at reflux temperature. After cooling the reaction mixture was poured into water and the product was extracted with 2,2'-oxybispropane. The extract was dried, filtered and evaporated. The residue was converted into the hydrochloride salt in 2,2'-oxybispropane. The salt was filtered off and...